From a dataset of the Open Reaction Database (ORD), a public repository of structured organic reaction records. describe an organic reaction: reactants, conditions, products, and yield Reactants: ClC=1C=C(C=C(C1)Cl)C1(CNCC1)C(F)(F)F (3-(3,5-dichlorophenyl)-3-(trifluoromethyl)pyrrolidine), FC1=CC=C(C#N)C=C1 (4-fluorobenzonitrile), C([O-])([O-])=O.[K+].[K+] (potassium carbonate). The solvent is CS(=O)C (DMSO). Run at temperature 120 celsius, time 6 hour. Yields the product ClC=1C=C(C=C(C1)Cl)C1(CN(CC1)C1=CC=C(C#N)C=C1)C(F)(F)F (4-[3-(3,5-dichlorophenyl)-3-(trifluoromethyl)pyrrolidin-1-yl]benzonitrile). The yield is 13.1%. As a reaction SMILES: [Cl:1][C:2]1[CH:3]=[C:4]([C:9]2([C:14]([F:17])([F:16])[F:15])[CH2:13][CH2:12][NH:11][CH2:10]2)[CH:5]=[C:6]([Cl:8])[CH:7]=1.F[C:19]1[CH:26]=[CH:25][C:22]([C:23]#[N:24])=[CH:21][CH:20]=1.C(=O)([O-])[O-].[K+].[K+]>CS(C)=O>[Cl:8][C:6]1[CH:5]=[C:4]([C:9]2([C:14]([F:17])([F:16])[F:15])[CH2:13][CH2:12][N:11]([C:19]3[CH:26]=[CH:25][C:22]([C:23]#[N:24])=[CH:21][CH:20]=3)[CH2:10]2)[CH:3]=[C:2]([Cl:1])[CH:7]=1 |f:2.3.4|. Procedure details: To the solution of 3-(3,5-dichlorophenyl)-3-(trifluoromethyl)pyrrolidine (0.30 g) and 4-fluorobenzonitrile (0.12 g) in DMSO (dimethylsurufoxide) was added potassium carbonate (0.27 g), and the mixture was heated with stirring at 120° C. for 6 hours. The mixture was cooled to room temperature and then poured onto water, which was then extracted twice with ethyl acetate. The organic layer was combined, which was then washed with water and dried over anhydrous magnesium sulfate. After the drying ag...